Dataset: the Open Reaction Database (ORD), a public repository of structured organic reaction records. Task: describe an organic reaction: reactants, conditions, products, and yield The reactants are OO (Hydrogen peroxide), [OH-].[Na+] (sodium hydroxide), C(C1=CC=CC=C1)N(CC1=CC=CC=C1)CCCC#N (4-(N,N-dibenzylamino)butyronitrile), O (water). Reagents/catalysts: S(=O)(=O)(O)[O-].C(CCC)[N+](CCCC)(CCCC)CCCC (tetra-n-butylammonium hydrogensulphate). The solvent is ClCCl (dichloromethane), ClCCl (dichloromethane). Conditions: time 17 hour. The product is C(C1=CC=CC=C1)N(CC1=CC=CC=C1)CCCC(=O)N (4-(N,N-Dibenzylamino)butyramide). Reaction SMILES: [OH:1]O.[OH-].[Na+].[CH2:5]([N:12]([CH2:20][CH2:21][CH2:22][C:23]#[N:24])[CH2:13][C:14]1[CH:19]=[CH:18][CH:17]=[CH:16][CH:15]=1)[C:6]1[CH:11]=[CH:10][CH:9]=[CH:8][CH:7]=1.O>S([O-])(O)(=O)=O.C([N+](CCCC)(CCCC)CCCC)CCC.ClCCl>[CH2:13]([N:12]([CH2:20][CH2:21][CH2:22][C:23]([NH2:24])=[O:1])[CH2:5][C:6]1[CH:11]=[CH:10][CH:9]=[CH:8][CH:7]=1)[C:14]1[CH:19]=[CH:18][CH:17]=[CH:16][CH:15]=1 |f:1.2,5.6|. Procedure: Hydrogen peroxide (30% w/v; 5.6 ml), tetra-n-butylammonium hydrogensulphate (1.70 g) and 5N aqueous sodium hydroxide (4 ml) were added to a stirred solution of 4-(N,N-dibenzylamino)butyronitrile (2.64 g) in dichloromethane (10 ml) with water cooling. The mixture was stirred vigorously at room temperature for 17 hours and dichloromethane (100 ml) was added. The layers were separated and the organic phase was washed with saturated aqueous sodium chloride (10 ml), dried (Na2SO4) and concentrated in... Starting materials: C(C)(C)(C)O (t-butanol), C(C)(=O)NC(C(=O)OCC)(C(=O)OCC)CCCCC=O (diethyl 2-acetamido-2-(4-formylbutyl)malonate), [Br-].C(CCCCCCCCC)[P+](C1=CC=CC=C1)(C1=CC=CC=C1)C1=CC=CC=C1 (Decyltriphenylphosphonium bromide), C(CCC)[Li].CCCCCC (n-butyl lithium hexane). The solvent is O1CCCC1 (tetrahydrofuran), O1CCCC1 (tetrahydrofuran), O1CCCC1 (tetrahydrofuran), CCOCC (ether). Reaction conditions: temperature -78 celsius, time 15 minute. The product is C(C)(=O)NC(C(=O)OCC)(C(=O)OCC)CCCC=CCCCCCCCCC (diethyl 2-acetamido-2-(4-tetradecenyl)malonate). As a reaction SMILES: [Br-].[CH2:2]([P+](C1C=CC=CC=1)(C1C=CC=CC=1)C1C=CC=CC=1)[CH2:3][CH2:4][CH2:5][CH2:6][CH2:7][CH2:8][CH2:9][CH2:10][CH3:11].C([Li])CCC.CCCCCC.[C:42]([NH:45][C:46]([CH2:57][CH2:58][CH2:59][CH2:60]C=O)([C:52]([O:54][CH2:55][CH3:56])=[O:53])[C:47]([O:49][CH2:50][CH3:51])=[O:48])(=[O:44])[CH3:43].C(O)(C)(C)C>O1CCCC1.CCOCC>[C:42]([NH:45][C:46]([CH2:57][CH2:58][CH2:59][CH:60]=[CH:2][CH2:3][CH2:4][CH2:5][CH2:6][CH2:7][CH2:8][CH2:9][CH2:10][CH3:11])([C:52]([O:54][CH2:55][CH3:56])=[O:53])[C:47]([O:49][CH2:50][CH3:51])=[O:48])(=[O:44])[CH3:43] |f:0.1,2.3|. Procedure: Decyltriphenylphosphonium bromide (10.85 g) was dissolved in 100 ml of dry tetrahydrofuran. Under an argon atmosphere, 13 ml of a 1.6M n-butyl lithium/hexane solution was dropwise added thereto and the mixture was stirred for 15 minutes. The mixture was cooled to -78° C. and a solution of diethyl 2-acetamido-2-(4-formylbutyl)malonate (4.17 g)/dry tetrahydrofuran (50 ml) was dropwise added thereto and the mixture was stirred at 78° C. for 40 minutes under an argon atmosphere. Under the same condi... Reactants: O (water), [F-].[Na+] (NaF), KHF2, C(C1=CC=CC=C1)OC[C@@H]1[C@H]2O[C@@H]2[C@H](O1)OC ((1R,2R,4S,5S)-2-(benzyloxymethyl)-4-methoxy-3,6-dioxa-bicyclo[3.1.0]hexane). The solvent is C(CO)O (ethyleneglycol). Reaction conditions: temperature 200 celsius, time 4 hour. Product: C(C1=CC=CC=C1)OC[C@@H]1[C@H]([C@@H]([C@H](O1)OC)O)F ((2S,3R,4S,5R)-5-(benzyloxymethyl)-4-fluoro-2-methoxy-tetrahydrofuran-3-ol). Isolated yield 32.9%. As a reaction SMILES: [CH2:1]([O:8][CH2:9][C@H:10]1[O:15][C@H:14]([O:16][CH3:17])[C@@H:13]2[C@@H:11]1[O:12]2)[C:2]1[CH:7]=[CH:6][CH:5]=[CH:4][CH:3]=1.[F-:18].[Na+].O>C(O)CO>[CH2:1]([O:8][CH2:9][C@H:10]1[O:15][C@H:14]([O:16][CH3:17])[C@@H:13]([OH:12])[C@@H:11]1[F:18])[C:2]1[CH:7]=[CH:6][CH:5]=[CH:4][CH:3]=1 |f:1.2|. Procedure: Compound 35.7 (2.2 g, 9.32 mmol) was dissolved in 10 mL ethyleneglycol, and then treated with NaF (2.2 g), KHF2 (2.2 g). The mixture was stirred at 200° C. for 4 h, cooled to r.t. and then treated with water (150 mL). The aqueous mixture was extracted twice with 200 mL EtOAc. The organic extracts were combined, dried over MgSO4, filtered and concentrated down under reduced pressure. The residue was subjected to a silica gel column chromatography eluting with 20-100% EtOAc in hexane to give compo... Reaction SMILES: [CH3:47][CH2:48][O:49][CH2:50][CH3:51].[F:33][C:34]([F:35])([F:36])[S:37]([O:38][C:39]1=[CH:40][CH2:41][CH2:42][CH2:43][CH2:44]1)(=[O:45])=[O:46].[cH:1]1[cH:2][cH:3][n:4]2[c:5]1[CH2:6][N:7]([C:15](=[O:16])[c:17]1[c:18]([Cl:32])[cH:19][c:20]([B:23]3[O:24][C:25]([CH3:26])([CH3:27])[C:28]([CH3:29])([CH3:30])[O:31]3)[cH:21][cH:22]1)[c:8]1[c:9]([cH:11][cH:12][cH:13][cH:14]1)[CH2:10]2>>[cH:1]1[cH:2][cH:3][n:4]2[c:5]1[CH2:6][N:7]([C:15](=[O:16])[c:17]1[c:18]([Cl:32])[cH:19][c:20]([C:39]3=[CH:40][CH2:41][CH2:42][CH2:43][CH2:44]3)[cH:21][cH:22]1)[c:8]1[c:9]([cH:11][cH:12][cH:13][cH:14]1)[CH2:10]2. Product: O=C(c1ccc(C2=CCCCC2)cc1Cl)N1Cc2cccn2Cc2ccccc21. Reactants: CCOCC, O=S(=O)(OC1=CCCCC1)C(F)(F)F, CC1(C)OB(c2ccc(C(=O)N3Cc4cccn4Cc4ccccc43)c(Cl)c2)OC1(C)C. Reactants: CO, [Cl-], [O-][I+3]([O-])([O-])[O-], [Na+], [Na+], O, CC(CCO)CSc1ccccc1. The product is CC(CCO)CS(=O)c1ccccc1. Reaction SMILES: [CH3:22][OH:23].[Cl-:21].[I+3:14]([O-:15])([O-:16])([O-:17])[O-:18].[Na+:19].[Na+:20].[OH2:24].[c:1]1([S:7][CH2:8][CH:9]([CH2:10][CH2:11][OH:12])[CH3:13])[cH:2][cH:3][cH:4][cH:5][cH:6]1>>[c:1]1([S:7]([CH2:8][CH:9]([CH2:10][CH2:11][OH:12])[CH3:13])=[O:15])[cH:2][cH:3][cH:4][cH:5][cH:6]1. Starting materials: FC(OC1=CC=C(C=C1)C(C1(CCNCC1)O)C1=CC=C(C=C1)OC(F)(F)F)(F)F (4-{bis[4-(trifluoromethoxy)phenyl]methyl}piperidin-4-ol), COCCOC1=CC=C(C=O)C=C1 (4-(2-methoxyethoxy)benzaldehyde), C(C)(=O)O[BH-](OC(C)=O)OC(C)=O.[Na+] (sodium triacetoxyborohydride). The solvent is C(Cl)Cl (methylene chloride), O (water). Reaction conditions: time 5 hour. The product is FC(OC1=CC=C(C=C1)C(C1(CCN(CC1)CC1=CC=C(C=C1)OCCOC)O)C1=CC=C(C=C1)OC(F)(F)F)(F)F (4-{bis[4-(trifluoromethoxy)phenyl]methyl}-1-{[4-(2-methoxyethoxy)phenyl]methyl}piperidin-4-ol). Yield: 73.4%. As a reaction SMILES: [F:1][C:2]([F:30])([F:29])[O:3][C:4]1[CH:9]=[CH:8][C:7]([CH:10]([C:18]2[CH:23]=[CH:22][C:21]([O:24][C:25]([F:28])([F:27])[F:26])=[CH:20][CH:19]=2)[C:11]2([OH:17])[CH2:16][CH2:15][NH:14][CH2:13][CH2:12]2)=[CH:6][CH:5]=1.[CH3:31][O:32][CH2:33][CH2:34][O:35][C:36]1[CH:43]=[CH:42][C:39]([CH:40]=O)=[CH:38][CH:37]=1.C(O[BH-](OC(=O)C)OC(=O)C)(=O)C.[Na+]>C(Cl)Cl.O>[F:27][C:25]([F:28])([F:26])[O:24][C:21]1[CH:22]=[CH:23][C:18]([CH:10]([C:7]2[CH:6]=[CH:5][C:4]([O:3][C:2]([F:29])([F:1])[F:30])=[CH:9][CH:8]=2)[C:11]2([OH:17])[CH2:16][CH2:15][N:14]([CH2:40][C:39]3[CH:38]=[CH:37][C:36]([O:35][CH2:34][CH2:33][O:32][CH3:31])=[CH:43][CH:42]=3)[CH2:13][CH2:12]2)=[CH:19][CH:20]=1 |f:2.3|. Reported procedure: A solution of 2.2 grams (0.0050 mole) of 4-{bis[4-(trifluoromethoxy)phenyl]methyl}piperidin-4-ol, 1.1 grams (0.0061 mole) of 4-(2-methoxyethoxy)benzaldehyde and 1.35 grams (0.0064 mole) of sodium triacetoxyborohydride in 25 mL of methylene chloride was stirred at ambient temperature for 18 hours. The reaction mixture was then diluted with 200 mL of water and stirred at ambient temperature for 5 hours. The phases were separated. The organic phase was washed three times; first, with 100 mL of an a... Starting materials: C(=O)C=1C=NC=CC1C=1C=C(C#N)C=CC1 (3-(3-formyl-pyridin-4-yl)-benzonitrile), ClC1=CC=C(C=C1)[Mg]Br (4-chlorophenylmagnesium bromide). The solvent is C1CCOC1 (THF), C1CCOC1 (THF). The product is ClC1=CC=C(C=C1)C(C=1C=NC=CC1C=1C=C(C#N)C=CC1)O (3-{3-[(4-chloro-phenyl)-hydroxy-methyl]-pyridin-4-yl}-benzonitrile). RXN SMILES: [CH:1]([C:3]1[CH:4]=[N:5][CH:6]=[CH:7][C:8]=1[C:9]1[CH:10]=[C:11]([CH:14]=[CH:15][CH:16]=1)[C:12]#[N:13])=[O:2].[Cl:17][C:18]1[CH:23]=[CH:22][C:21]([Mg]Br)=[CH:20][CH:19]=1>C1COCC1>[Cl:17][C:18]1[CH:23]=[CH:22][C:21]([CH:1]([OH:2])[C:3]2[CH:4]=[N:5][CH:6]=[CH:7][C:8]=2[C:9]2[CH:10]=[C:11]([CH:14]=[CH:15][CH:16]=2)[C:12]#[N:13])=[CH:20][CH:19]=1. Reported procedure: To a solution of 3-(3-formyl-pyridin-4-yl)-benzonitrile (30 mg, 0.15 mmol) in THF (1.5 mL) at −78° C. was added 0.5 M 4-chlorophenylmagnesium bromide in THF (0.6 mL). The reaction mixture was quenched with ammonium chloride and extracted with ethyl acetate. The organic layer was dried over sodium sulfate, concentrated, and the residue purified by flash chromatography eluted with 5% methanol in dichloromethane to yield 3-{3-[(4-chloro-phenyl)-hydroxy-methyl]-pyridin-4-yl}-benzonitrile as white cr... Reactants: [N+](=O)([O-])C1=CC=C(C=O)C=C1 (4-nitrobenzaldehyde), [Cl-].[NH4+] (ammonium chloride), C(C)OP(=O)(OCC)C(C(=O)OCC)F (ethyl diethylphosphono-2-fluoroacetate), C(CCC)[Li].CCCCCC (n-butyllithium hexane). The solvent is O1CCCC1 (tetrahydrofuran), O1CCCC1 (tetrahydrofuran). Reaction conditions: temperature 0 celsius, time 30 minute. Product: F\C(\C(=O)OCC)=C/C1=CC=C(C=C1)[N+](=O)[O-] (ethyl(2Z)-2-fluoro-3-(4-nitrophenyl)acrylate). The yield is 71.6%. Reaction SMILES: C(OP([CH:9]([F:15])[C:10]([O:12][CH2:13][CH3:14])=[O:11])(OCC)=O)C.C([Li])CCC.CCCCCC.[N+:27]([C:30]1[CH:37]=[CH:36][C:33]([CH:34]=O)=[CH:32][CH:31]=1)([O-:29])=[O:28].[Cl-].[NH4+]>O1CCCC1>[F:15]/[C:9](=[CH:34]\[C:33]1[CH:36]=[CH:37][C:30]([N+:27]([O-:29])=[O:28])=[CH:31][CH:32]=1)/[C:10]([O:12][CH2:13][CH3:14])=[O:11] |f:1.2,4.5|. Procedure details: A solution of ethyl diethylphosphono-2-fluoroacetate (4.90 g, 20.2 mmol) in tetrahydrofuran (40 mL) was stirred under a nitrogen atmosphere at 0° C. and 1.6 M n-butyllithium/hexane solution (13.1 mL, 21.0 mmol) was added dropwise. The reaction mixture was stirred at 0° C. for 30 min, and a solution of 4-nitrobenzaldehyde (3.05 g, 20.2 mmol) in tetrahydrofuran (40 mL) was added dropwise. The mixture was stirred at room temperature for 16 hr, and ice-cooled aqueous ammonium chloride solution was a... Reactants: FC(C(=O)N1CCC2=C(C(C1)C)C=C(C(=C2)OC)Br)(F)F (N-trifluoroacetyl-8-bromo-7-methoxy-1-methyl-2,3,4,5-tetrahydro-1H-3-benzazepine), C(#N)[Cu] (CuCN). Solvent: O (water), CN(C=O)C (dimethylformamide). Yields the product FC(C(=O)N1CCC2=C(C(C1)C)C=C(C(=C2)OC)C#N)(F)F (N-Trifluoroacetyl-8-cyano-7-methoxy-1-methyl-2,3,4,5-tetrahydro-1H-3-benzazepine). The yield is 64.0%. Reaction SMILES: [F:1][C:2]([F:21])([F:20])[C:3]([N:5]1[CH2:11][CH:10]([CH3:12])[C:9]2[CH:13]=[C:14](Br)[C:15]([O:17][CH3:18])=[CH:16][C:8]=2[CH2:7][CH2:6]1)=[O:4].[C:22]([Cu])#[N:23]>CN(C)C=O.O>[F:1][C:2]([F:21])([F:20])[C:3]([N:5]1[CH2:11][CH:10]([CH3:12])[C:9]2[CH:13]=[C:14]([C:22]#[N:23])[C:15]([O:17][CH3:18])=[CH:16][C:8]=2[CH2:7][CH2:6]1)=[O:4]. Procedure: A solution of N-trifluoroacetyl-8-bromo-7-methoxy-1-methyl-2,3,4,5-tetrahydro-1H-3-benzazepine (18 mg, 0.05 mmol) in dimethylformamide (1 mL) was treated with CuCN (20 mg, 0.24 mmol) and the mixture was microwaved at 200 C for 0.5 hours. The product mixture was diluted with water (5 mL), extracted twice with EtOAc (5 mL), the combined organic phases were washed with brine (5 mL), dried with Na2SO4 and concentrated. Flash chromatography (35% EtOAc in hexane, silica) resulted in 10 mg of a clear o... The reactants are ClC1=NC(=CC=C1)N1N=C(C=C1C=1OC=CC1)C(F)(F)F (2-chloro-6-(5-(furan-2-yl)-3-(trifluoromethyl)-1H-pyrazol-1-yl)pyridine), CN(C)C=O (DMF). The reagents and catalysts are [C-]#N.[Zn+2].[C-]#N (zinc cyanide), C=1C=CC(=CC1)[P](C=2C=CC=CC2)(C=3C=CC=CC3)[Pd]([P](C=4C=CC=CC4)(C=5C=CC=CC5)C=6C=CC=CC6)([P](C=7C=CC=CC7)(C=8C=CC=CC8)C=9C=CC=CC9)[P](C=1C=CC=CC1)(C=1C=CC=CC1)C=1C=CC=CC1 (Pd(PPh3)4). Reaction conditions: temperature 95 celsius, time 8 hour. Yields the product O1C(=CC=C1)C1=CC(=NN1C1=CC=CC(=N1)C#N)C(F)(F)F (6-(5-(furan-2-yl)-3-(trifluoromethyl)-1H-pyrazol-1-yl)picolinonitrile). The yield is 11.9%. RXN SMILES: Cl[C:2]1[CH:7]=[CH:6][CH:5]=[C:4]([N:8]2[C:12]([C:13]3[O:14][CH:15]=[CH:16][CH:17]=3)=[CH:11][C:10]([C:18]([F:21])([F:20])[F:19])=[N:9]2)[N:3]=1.[CH3:22][N:23](C=O)C>[C-]#N.[Zn+2].[C-]#N.C1C=CC([P]([Pd]([P](C2C=CC=CC=2)(C2C=CC=CC=2)C2C=CC=CC=2)([P](C2C=CC=CC=2)(C2C=CC=CC=2)C2C=CC=CC=2)[P](C2C=CC=CC=2)(C2C=CC=CC=2)C2C=CC=CC=2)(C2C=CC=CC=2)C2C=CC=CC=2)=CC=1>[O:14]1[CH:15]=[CH:16][CH:17]=[C:13]1[C:12]1[N:8]([C:4]2[N:3]=[C:2]([C:22]#[N:23])[CH:7]=[CH:6][CH:5]=2)[N:9]=[C:10]([C:18]([F:21])([F:20])[F:19])[CH:11]=1 |f:2.3.4,^1:35,37,56,75|. Reported procedure: To a stirred solution of 45 (588 mg, 1.88 mmol) in DMF (12.5 mL) was added zinc cyanide (0.238 mL, 3.75 mmol) followed by Pd(PPh3)4 (217 mg, 0.187 mmol). The resulting suspension was allowed to stir at 95° C. overnight. The residue was purified via ISCO flash chromatography (5% to 35% EtOAc/Hexane; 40G column). The title product 46 (68 mg, 11.9% yield) was isolated as a colorless oil. LRMS (ESI): calc. 304.2; found 305.3 (MH)+.